This data is from the Open Reaction Database (ORD), a public repository of structured organic reaction records. The task is: describe an organic reaction: reactants, conditions, products, and yield Reactants: CO, CN(C)C1CCN(Cc2ccccc2)C1(C)C, Cl. Yields the product CN(C)C1CCNC1(C)C. Reaction SMILES: [CH3:19][OH:20].[CH3:1][N:2]([CH:3]1[C:4]([CH3:15])([CH3:16])[N:5]([CH2:8][c:9]2[cH:10][cH:11][cH:12][cH:13][cH:14]2)[CH2:6][CH2:7]1)[CH3:17].[ClH:18]>>[CH3:1][N:2]([CH:3]1[C:4]([CH3:15])([CH3:16])[NH:5][CH2:6][CH2:7]1)[CH3:17]. Starting materials: NC1=CC=C(C=C1)C1=CC=CC2=C1C(=NO2)N (4-(4-aminophenyl)-1,2-benzisoxazol-3-amine), [N-]=C=O.[Na+] (sodium isocyanate). Run in CC(=O)O (HOAc), O (H2O), O (water). Yields the product NC1=NOC2=C1C(=CC=C2)C2=CC=C(C=C2)NC(=O)N (N-[4-(3-amino-1,2-benzisoxazol-4-yl)phenyl]urea). Yield: 65.2%. RXN SMILES: [NH2:1][C:2]1[CH:7]=[CH:6][C:5]([C:8]2[C:13]3[C:14]([NH2:17])=[N:15][O:16][C:12]=3[CH:11]=[CH:10][CH:9]=2)=[CH:4][CH:3]=1.[N-:18]=[C:19]=[O:20].[Na+]>CC(O)=O.O>[NH2:17][C:14]1[C:13]2[C:8]([C:5]3[CH:4]=[CH:3][C:2]([NH:1][C:19]([NH2:18])=[O:20])=[CH:7][CH:6]=3)=[CH:9][CH:10]=[CH:11][C:12]=2[O:16][N:15]=1 |f:1.2|. Procedure details: A solution of Example 261A (45 mg, 0.2 mmol) and sodium isocyanate (26 mg, 0.4 mmol) in HOAc (0.5 mL) and H2O (0.5 mL) was stirred overnight at rt, then diluted with water. The precipitated solid was collected by filtration and recrystallized from THF/hexanes to give an offwhite solid (35 mg, 65%). 1H NMR (300 MHz, DMSO-D6) δ ppm 5.20 (s, 2 H) 5.92 (s, 2 H) 7.11 (dd, J=7.3, 0.9 Hz, 1 H) 7.37 (d, J=8.5 Hz, 2 H) 7.46 (dd, J=8.5, 1.0 Hz, 1 H) 7.57 (d, J=8.5 Hz, 2 H) 7.57 (dd, J=8.1, 7.1 Hz, 1 H) 8.... The reactants are ClC1=CC=C(C=C1)N1C([C@H](CC1)CN1CCN(CC1)CCOC)=O ((R)-1-(4-chlorophenyl)-3-(4-(2-methoxyethyl)piperazin-1-yl)methyl-2-pyrrolidinone), C(\C=C/C(=O)O)(=O)O (maleic acid). Solvent: O.C(C)O (water ethanol). Yields the product C(\C=C/C(=O)O)(=O)O.C(\C=C/C(=O)O)(=O)O.ClC1=CC=C(C=C1)N1C([C@H](CC1)CN1CCN(CC1)CCOC)=O ((R)-1-(4-chlorophenyl)-3-(4-(2-methoxyethyl)piperazin-1-yl)methyl-2-pyrrolidinone dimaleate). The yield is 85.6%. As a reaction SMILES: [Cl:1][C:2]1[CH:7]=[CH:6][C:5]([N:8]2[CH2:12][CH2:11][C@H:10]([CH2:13][N:14]3[CH2:19][CH2:18][N:17]([CH2:20][CH2:21][O:22][CH3:23])[CH2:16][CH2:15]3)[C:9]2=[O:24])=[CH:4][CH:3]=1.[C:25]([OH:32])(=[O:31])/[CH:26]=[CH:27]\[C:28]([OH:30])=[O:29]>O.C(O)C>[C:25]([OH:32])(=[O:31])/[CH:26]=[CH:27]\[C:28]([OH:30])=[O:29].[C:25]([OH:32])(=[O:31])/[CH:26]=[CH:27]\[C:28]([OH:30])=[O:29].[Cl:1][C:2]1[CH:7]=[CH:6][C:5]([N:8]2[CH2:12][CH2:11][C@H:10]([CH2:13][N:14]3[CH2:15][CH2:16][N:17]([CH2:20][CH2:21][O:22][CH3:23])[CH2:18][CH2:19]3)[C:9]2=[O:24])=[CH:4][CH:3]=1 |f:2.3,4.5.6|. Procedure: Into 62 mL of 9% water-ethanol were suspended 5.00 g of (R)-1-(4-chlorophenyl)-3-(4-(2-methoxyethyl)piperazin-1-yl)methyl-2-pyrrolidinone and 3.30 g of maleic acid. After making it homogeneous by heating under reflux, the solution was cooled. The precipitated solid was filtered and dried to give 7.10 g of the title compound.